This data is from the Open Reaction Database (ORD), a public repository of structured organic reaction records. The task is: describe an organic reaction: reactants, conditions, products, and yield Reactants: FC=1C(=C(C(=C(C1C(=O)O)C(=O)O)F)F)F (tetrafluorophthalic acid), C=1(C(=CC=CC1)C)C (xylene). The solvent is O (water), O (water). Yields the product FC=1C(=C(C(=C2C1C(=O)OC2=O)F)F)F (tetrafluorophthalic anhydride). Isolated yield 93.0%. RXN SMILES: [F:1][C:2]1[C:3]([F:16])=[C:4]([F:15])[C:5]([F:14])=[C:6]([C:11]([OH:13])=[O:12])[C:7]=1[C:8](O)=[O:9].C1(C)C(C)=CC=CC=1>O>[F:1][C:2]1[C:3]([F:16])=[C:4]([F:15])[C:5]([F:14])=[C:6]2[C:11](=[O:13])[O:12][C:8](=[O:9])[C:7]=12. Procedure: 350 g of crude tetrafluorophthalic acid are heated with 800 g of xylene using a water separator, until no further water passes over (5 hours). The resulting suspension is allowed to cool and the anhydride which has precipitated is filtered off. 301 g of tetrafluorophthalic anhydride are obtained, the mother liquor, which still contains about 5 g of tetrafluorophthalic anhydride, being used for further dehydrations. The tetrafluorophthalic anhydride is then purified by fractionation, whereupon it... The reactants are C(C)(=O)[O-].[Na+] (Sodium acetate), NC(=S)N (thiourea), Cl (hydrochloric acid), ClCC(/C(/C(=O)O)=N/OCC(=O)OC)=O ((Z)-4-chloro-2-[[(methoxycarbonyl)methoxy]imino]acetoacetic acid). Run in O (water). Reaction conditions: temperature 12 celsius, time 3 hour. The product is NC=1SC=C(N1)/C(/C(=O)O)=N/OCC(=O)OC ((Z)-2-(2-aminothiazol-4-yl)-(methoxycarbonyl)methoxyimino acetic acid). The yield is 87.1%. RXN SMILES: C([O-])(=O)C.[Na+].[NH2:6][C:7]([NH2:9])=[S:8].Cl[CH2:11][C:12](=O)/[C:13](=[N:17]/[O:18][CH2:19][C:20]([O:22][CH3:23])=[O:21])/[C:14]([OH:16])=[O:15].Cl>O>[NH2:6][C:7]1[S:8][CH:11]=[C:12](/[C:13](=[N:17]/[O:18][CH2:19][C:20]([O:22][CH3:23])=[O:21])/[C:14]([OH:16])=[O:15])[N:9]=1 |f:0.1|. Procedure details: Sodium acetate (120 gm) is added to water (400 ml) and thiourea (41.6 gm) at 25-30° C., cooled to 12° C. and then (Z)-4-chloro-2-[[(methoxycarbonyl)methoxy]imino]acetoacetic acid (100 gm) Is added at 12° C. The contents are stirred for 3 hours at 25-30° C., cooled to 5° C., pH is adjusted to 3.0 with conc. hydrochloric acid at 5-0° C. Then the reaction mass is cooled to 0° C. and stirred for 1 hour at 0-5° C. The resulting solid is filtered, washed two times with chilled water (each time 100 ml)... As a reaction SMILES: [Br:1][c:2]1[cH:3][cH:4][c:5]([OH:10])[c:6]([CH:7]=[O:8])[cH:9]1.[C:30](=[O:31])([O-:32])[O-:33].[CH3:11][O:12][CH2:13][O:14][c:15]1[c:16]([B:27]([OH:28])[OH:29])[cH:17][c:18]([CH2:25][CH3:26])[cH:19][c:20]1[C:21]([CH3:22])([CH3:23])[CH3:24].[CH3:36][c:37]1[cH:38][cH:39][cH:40][cH:41][cH:42]1.[CH3:43][CH2:44][OH:45].[Na+:34].[Na+:35].[cH:46]1[cH:47][cH:48][c:49]([P:50]([Pd:51]([P:52]([c:53]2[cH:54][cH:55][cH:56][cH:57][cH:58]2)([c:59]2[cH:60][cH:61][cH:62][cH:63][cH:64]2)[c:65]2[cH:66][cH:67][cH:68][cH:69][cH:70]2)([P:71]([c:72]2[cH:73][cH:74][cH:75][cH:76][cH:77]2)([c:78]2[cH:79][cH:80][cH:81][cH:82][cH:83]2)[c:84]2[cH:85][cH:86][cH:87][cH:88][cH:89]2)[P:90]([c:91]2[cH:92][cH:93][cH:94][cH:95][cH:96]2)([c:97]2[cH:98][cH:99][cH:100][cH:101][cH:102]2)[c:103]2[cH:104][cH:105][cH:106][cH:107][cH:108]2)([c:109]2[cH:110][cH:111][cH:112][cH:113][cH:114]2)[c:115]2[cH:116][cH:117][cH:118][cH:119][cH:120]2)[cH:121][cH:122]1>>[c:2]1(-[c:16]2[c:15]([O:14][CH2:13][O:12][CH3:11])[c:20]([C:21]([CH3:22])([CH3:23])[CH3:24])[cH:19][c:18]([CH2:25][CH3:26])[cH:17]2)[cH:3][cH:4][c:5]([OH:10])[c:6]([CH:7]=[O:8])[cH:9]1. The reactants are O=Cc1cc(Br)ccc1O, O=C([O-])[O-], CCc1cc(B(O)O)c(OCOC)c(C(C)(C)C)c1, Cc1ccccc1, CCO, [Na+], [Na+], c1ccc(P(c2ccccc2)(c2ccccc2)[Pd](P(c2ccccc2)(c2ccccc2)c2ccccc2)(P(c2ccccc2)(c2ccccc2)c2ccccc2)P(c2ccccc2)(c2ccccc2)c2ccccc2)cc1. Product: CCc1cc(-c2ccc(O)c(C=O)c2)c(OCOC)c(C(C)(C)C)c1. Reactants: C(C)(C)(C)OCl (t-BuOCl), O(C1=CC=CC=C1)CC(=O)NC1C(N(C1SS(=O)(=O)C1=CC=CC=C1)C(C(=O)OCC1=CC=CC=C1)C(=C)C)=O (benzyl 2-(3-phenoxyacetamido-4-benzenesulfonylthio-2-azetidinone-1-yl)-3-methyl-3-butenate), O (Water). Solvent: C1=CC=CC=C1 (benzene). Reaction conditions: time 1 hour. The product is O(C1=CC=CC=C1)CC(=O)NC1C(N(C1SS(=O)(=O)C1=CC=CC=C1)C(C(=O)OCC1=CC=CC=C1)C(=C)CCl)=O (benzyl 2-(3-phenoxyacetamido-4-benzenesulfonylthio-2-azetidinone-1-yl)-3-chloromethyl-3-butenate). The yield is 90.0%. Reaction SMILES: [O:1]([CH2:8][C:9]([NH:11][CH:12]1[CH:15]([S:16][S:17]([C:20]2[CH:25]=[CH:24][CH:23]=[CH:22][CH:21]=2)(=[O:19])=[O:18])[N:14]([CH:26]([C:37]([CH3:39])=[CH2:38])[C:27]([O:29][CH2:30][C:31]2[CH:36]=[CH:35][CH:34]=[CH:33][CH:32]=2)=[O:28])[C:13]1=[O:40])=[O:10])[C:2]1[CH:7]=[CH:6][CH:5]=[CH:4][CH:3]=1.C(O[Cl:46])(C)(C)C.O>C1C=CC=CC=1>[O:1]([CH2:8][C:9]([NH:11][CH:12]1[CH:15]([S:16][S:17]([C:20]2[CH:25]=[CH:24][CH:23]=[CH:22][CH:21]=2)(=[O:19])=[O:18])[N:14]([CH:26]([C:37]([CH2:39][Cl:46])=[CH2:38])[C:27]([O:29][CH2:30][C:31]2[CH:32]=[CH:33][CH:34]=[CH:35][CH:36]=2)=[O:28])[C:13]1=[O:40])=[O:10])[C:2]1[CH:7]=[CH:6][CH:5]=[CH:4][CH:3]=1. Procedure details: A 200 mg quantity of benzyl 2-(3-phenoxyacetamido-4-benzenesulfonylthio-2-azetidinone-1-yl)-3-methyl-3-butenate was dissolved in 6 ml of benzene. To the solution was added with stirring 51 μl of t-BuOCl at room temperature and the mixture was further agitated for 1 hour. Water was added to the reaction mixture and the resulting mixture was subjected to the same subsequent procedure as in Example 12, giving 19.2 mg of benzyl 2-(3-phenoxyacetamido-4-benzenesulfonylthio-2-azetidinone-1-yl)-3-chloro...